Dataset: the Open Reaction Database (ORD), a public repository of structured organic reaction records. Task: describe an organic reaction: reactants, conditions, products, and yield Reactants: BrC1=CC=C(C=C1)O (4-bromophenol), BrC[C@@H](CCl)C ((2R)-1-bromo-3-chloro-2-methylpropane). The product is ClC[C@H](COC1=CC=C(C=C1)Br)C (4-BROMOPHENYL (2S)-3-CHLORO-2-METHYLPROPYL ETHER). RXN SMILES: [Br:1][C:2]1[CH:7]=[CH:6][C:5]([OH:8])=[CH:4][CH:3]=1.Br[CH2:10][C@H:11]([CH3:14])[CH2:12][Cl:13]>>[Cl:13][CH2:12][C@@H:11]([CH3:14])[CH2:10][O:8][C:5]1[CH:6]=[CH:7][C:2]([Br:1])=[CH:3][CH:4]=1. Procedure: Prepared by Procedure U and Scheme AK using 4-bromophenol and (2R)-1-bromo-3-chloro-2-methylpropane. Reactants: COC(C1=CC2=C(C=C1CO)OCO2)OC (4-(Dimethoxy)methyl-5-hydroxymethyl(1,2-methylenedioxy)benzene), COC(=O)C#CC(=O)OC (DMAD), CC(=O)O (AcOH). Product: O1C2C(=C(C1C1=CC3=C(C=C21)OCO3)C(=O)OC)C(=O)OC (Dimethyl 1,4-Dihydro-1,4-epoxy-6,7-methylenedioxy-2,3-naphthalene-dicarboxylate). Yield: 176.5%. Reaction SMILES: CO[CH:3]([O:15][CH3:16])[C:4]1[C:9](CO)=[CH:8][C:7]2[O:12][CH2:13][O:14][C:6]=2[CH:5]=1.[CH3:17][O:18][C:19]([C:21]#[C:22][C:23]([O:25][CH3:26])=[O:24])=[O:20].CC(O)=O>>[O:15]1[CH:16]2[C:9]3[C:4]([CH:3]1[C:22]([C:23]([O:25][CH3:26])=[O:24])=[C:21]2[C:19]([O:18][CH3:17])=[O:20])=[CH:5][C:6]1[O:14][CH2:13][O:12][C:7]=1[CH:8]=3. Reported procedure: The substrate 2 (23.7 g, 105 mmol) was dissolved in excess DMAD (251 g, 1.76 mol) and glacial AcOH (23.2 mL, 0.4 mol), and the mixture was stirred for 2 h at 80° C. Excess DMAD was removed by vacuum distillation, and flash chromatography (30% EtOAc/hexanes) gave 3 (56.4 g, 90%) as a yellow solid. On a smaller scale, 2 (5.53 g, 24.1 mmol) gave 3 in 92% yield (13.6 g): mp 117-119° C.; 1H NMR (300 MHz, CDCl3) δ 3.79 (s, 6H), 5.86 (s, 2H), 5.90 (d, J=1 Hz, 1H), 5.95 (d, J=1 Hz, 1H), 6.95 (s, 2H); 13... Reactants: CC(C(=O)OCC)C(=O)C (ethyl 2-methylacetoacetate), [O-]CC.[Na+] (sodium ethoxide), C1(=CCCCC1)C=CC(=O)OCC (ethyl 3-(cyclohexenyl)acrylate). The product is C1(CC=CCC1)C1CC(CC(C1(C(=O)OCC)C)=O)=O (ethyl 6-(3-cyclohexenyl)-2,4-dioxo-1-methylcyclohexanecarboxylate). As a reaction SMILES: C[CH:2]([C:8]([CH3:10])=[O:9])[C:3](OCC)=[O:4].[C:11]1([CH:17]=[CH:18][C:19]([O:21][CH2:22][CH3:23])=[O:20])[CH2:16][CH2:15][CH2:14][CH2:13][CH:12]=1.[O-][CH2:25]C.[Na+]>>[CH:11]1([CH:17]2[C:18]([CH3:25])([C:19]([O:21][CH2:22][CH3:23])=[O:20])[C:3](=[O:4])[CH2:2][C:8](=[O:9])[CH2:10]2)[CH2:16][CH2:15][CH:14]=[CH:13][CH2:12]1 |f:2.3|. Reported procedure: To a cooled solution of sodium ethoxide (from 2.3 g. sodium and absolute ethanol, 30 ml.) was added with shaking ethyl 2-methylacetoacetate (14.2 g.). When homogeneous the mixture was treated with ethyl 3-(cyclohexenyl)acrylate (16.8 g.) and then heated under reflux for 18 hrs. After cooling the mixture was diluted with 500 ml. water and extracted with ether and the extracts discarded. The aqueous solution was then acidified with 2N-hydrochloric acid and extracted with ether. After washing the e... Starting materials: 4-CH3 (CH2)3CONHC6H4, R3H, Cl.NC1=CC=C(C=C1)C=1C=C2C(=NC1C)NC(N2)=O (6-(4-aminophenyl)-1,3-dihydro-5-methyl-2H-imidazo[4,5-b]pyridin-2-one hydrochloride), C(CCCC)(=O)Cl (valeryl chloride). Product: C(CCC)C(=O)NC1=CC=C(C=C1)C=1C=C2C(=NC1C)NC(N2)=O (6-[4-(Butanecarbonylamino)phenyl]-1,3-dihydro-5-methyl2H-imidazo[4,5-b]pyridin-2-one). RXN SMILES: Cl.[NH2:2][C:3]1[CH:8]=[CH:7][C:6]([C:9]2[CH:10]=[C:11]3[NH:18][C:17](=[O:19])[NH:16][C:12]3=[N:13][C:14]=2[CH3:15])=[CH:5][CH:4]=1.[C:20](Cl)(=[O:25])[CH2:21][CH2:22][CH2:23][CH3:24]>>[CH2:21]([C:20]([NH:2][C:3]1[CH:8]=[CH:7][C:6]([C:9]2[CH:10]=[C:11]3[NH:18][C:17](=[O:19])[NH:16][C:12]3=[N:13][C:14]=2[CH3:15])=[CH:5][CH:4]=1)=[O:25])[CH2:22][CH2:23][CH3:24] |f:0.1|. Reported procedure: [I; Ar 4-CH3 (CH2)3CONHC6H4, R1 and R3H, R5 =CH3 ]was prepared from 3 g 6-(4-aminophenyl)-1,3-dihydro-5-methyl-2H-imidazo[4,5-b]pyridin-2-one hydrochloride and 1.86 ml valeryl chloride according to the procedure of Example 7, and was obtained (1.16 g) as a colorless solid, m.p. above 300° C. when recrystallized from ethanol. Reactants: CCCCn1cc(C(C)(C)C)sc1=N, CCN=C=NCCCN(C)C, CN(C)c1ccncc1, O=C(O)c1cc(Cl)ccc1F, I, On1nnc2ccccc21, c1ccncc1. Yields the product CCCCn1cc(C(C)(C)C)sc1=NC(=O)c1cc(Cl)ccc1F. Reaction SMILES: [CH2:2]([CH2:3][CH2:4][CH3:5])[n:6]1[c:7](=[NH:15])[s:8][c:9]([C:11]([CH3:12])([CH3:13])[CH3:14])[cH:10]1.[CH3:27][CH2:28][N:29]=[C:30]=[N:31][CH2:32][CH2:33][CH2:34][N:35]([CH3:36])[CH3:37].[CH3:48][N:49]([c:50]1[cH:51][cH:52][n:53][cH:54][cH:55]1)[CH3:56].[Cl:16][c:17]1[cH:18][cH:19][c:20]([F:26])[c:21]([C:22](=[O:23])[OH:24])[cH:25]1.[IH:1].[OH:38][n:39]1[c:40]2[c:41]([cH:42][cH:43][cH:44][cH:45]2)[n:46][n:47]1.[cH:57]1[cH:58][cH:59][n:60][cH:61][cH:62]1>>[CH2:2]([CH2:3][CH2:4][CH3:5])[n:6]1[c:7](=[N:15][C:22]([c:21]2[c:20]([F:26])[cH:19][cH:18][c:17]([Cl:16])[cH:25]2)=[O:23])[s:8][c:9]([C:11]([CH3:12])([CH3:13])[CH3:14])[cH:10]1.